From a dataset of the Open Reaction Database (ORD), a public repository of structured organic reaction records. describe an organic reaction: reactants, conditions, products, and yield Starting materials: PtO, O (water), Cl.COC1=CC=C(C=C1)C=CCCCCN1C=NC=C1 (1-[6-(4-methoxyphenyl)hex-5-enyl]imidazole, hydrochloride), [H][H] (hydrogen), C([O-])(O)=O.[Na+] (sodium bicarbonate). The solvent is C(C)O (ethanol). The product is COC1=CC=C(C=C1)CCCCCCN1C=NC=C1 (1-[6-(4-methoxyphenyl)hexyl]imidazole). RXN SMILES: O.Cl.[CH3:3][O:4][C:5]1[CH:10]=[CH:9][C:8]([CH:11]=[CH:12][CH2:13][CH2:14][CH2:15][CH2:16][N:17]2[CH:21]=[CH:20][N:19]=[CH:18]2)=[CH:7][CH:6]=1.C(=O)(O)[O-].[Na+].[H][H]>C(O)C>[CH3:3][O:4][C:5]1[CH:6]=[CH:7][C:8]([CH2:11][CH2:12][CH2:13][CH2:14][CH2:15][CH2:16][N:17]2[CH:21]=[CH:20][N:19]=[CH:18]2)=[CH:9][CH:10]=1 |f:1.2,3.4|. Procedure details: Add 1 ml water to 400 mg of the compound prepared in Example 72, then add 100 mg sodium bicarbonate followed by 25 ml ethanol. Add 100 mg PtO and add hydrogen under 30 psi for 20 hr. Partition with water/methylene chloride. Elute on a silica column with 100% methylene chloride then 5% methanol/methylene chloride to yield the title compound.